This data is from the Open Reaction Database (ORD), a public repository of structured organic reaction records. The task is: describe an organic reaction: reactants, conditions, products, and yield Starting materials: OC=1C=C(C(=O)NCC(=O)N[C@@H](CC(=O)OCC)C2=CC(=CC(=C2)C(F)(F)F)C(C(F)(F)F)(C)O)C=C(C1)NC=1NCC(CN1)O ((3S)-ethyl 3-(2-(3-hydroxy-5-((5-hydroxy-1,4,5,6-tetrahydropyrimidin-2-yl)amino)benzamido)acetamido)-3-(3-(1,1,1-trifluoro-2-hydroxypropan-2-yl)-5-(trifluoromethyl)phenyl)propanoate), O.[OH-].[Li+] (lithium hydroxide mono hydrate), ClCCl (dichloromethane). Procedure details: To a suspension of (3S)-ethyl 3-(2-(3-hydroxy-5-((5-hydroxy-1,4,5,6-tetrahydropyrimidin-2-yl)amino)benzamido) acetamido)-3-(3-(1,1,1-trifluoro-2-hydroxypropan-2-yl)-5-(trifluoromethyl)phenyl)propanoate (from step 2 above) (˜708 mmol, crude residue) in a mixture of acetonitrile/water (1:1) (6 mL) was added lithium hydroxide mono hydrate (150 mg, 3.575 mmol) and the reaction mixture was stirred at room temperature overnight. The solvent was evaporated in vacuo to afford a yellow-orange viscous res... Reaction conditions: time 8 hour. Reaction SMILES: [OH:1][C:2]1[CH:3]=[C:4]([CH:36]=[C:37]([NH:39][C:40]2[NH:41][CH2:42][CH:43]([OH:46])[CH2:44][N:45]=2)[CH:38]=1)[C:5]([NH:7][CH2:8][C:9]([NH:11][C@H:12]([C:19]1[CH:24]=[C:23]([C:25]([F:28])([F:27])[F:26])[CH:22]=[C:21]([C:29]([OH:35])([CH3:34])[C:30]([F:33])([F:32])[F:31])[CH:20]=1)[CH2:13][C:14]([O:16]CC)=[O:15])=[O:10])=[O:6].O.[OH-].[Li+].ClCCl>C(#N)C.O.O>[OH:1][C:2]1[CH:3]=[C:4]([CH:36]=[C:37]([NH:39][C:40]2[NH:45][CH2:44][CH:43]([OH:46])[CH2:42][N:41]=2)[CH:38]=1)[C:5]([NH:7][CH2:8][C:9]([NH:11][C@H:12]([C:19]1[CH:24]=[C:23]([C:25]([F:27])([F:28])[F:26])[CH:22]=[C:21]([C:29]([OH:35])([CH3:34])[C:30]([F:31])([F:32])[F:33])[CH:20]=1)[CH2:13][C:14]([OH:16])=[O:15])=[O:10])=[O:6] |f:1.2.3,5.6|. Product: OC=1C=C(C(=O)NCC(=O)N[C@@H](CC(=O)O)C2=CC(=CC(=C2)C(F)(F)F)C(C(F)(F)F)(C)O)C=C(C1)NC=1NCC(CN1)O ((3S)-3-(2-(3-hydroxy-5-((5-hydroxy-1,4,5,6-tetrahydropyrimidin-2-yl)amino)benzamido)acetamido)-3-(3-(1,1,1-trifluoro-2-hydroxypropan-2-yl)-5-(trifluoromethyl)phenyl)propanoic acid). The solvent is C(C)#N.O (acetonitrile water), O (water).